This data is from the Open Reaction Database (ORD), a public repository of structured organic reaction records. The task is: describe an organic reaction: reactants, conditions, products, and yield Starting materials: [H-].[Na+] (sodium hydride), ClC1=C(C=CC=C1)S(=O)(=O)Cl (2-chlorobenzenesulfonyl chloride), COC1=C2C(=C3C=CNC3=C1)C(N(CCO2)C(=O)OC(C)(C)C)C (tert-Butyl 6-methoxy-1-methyl-1,3,4,8-tetrahydro-2H-[1,4]oxazepino[6,7-e]indole-2-carboxylate), COC1=C2C(=C3C=CNC3=C1)C(N(CCO2)C(=O)OC(C)(C)C)C (tert-Butyl 6-methoxy-1-methyl-1,3,4,8-tetrahydro-2H-[1,4]oxazepino[6,7-e]indole-2-carboxylate). Reagents/catalysts: O (water). Solvent: CN(C)C=O (DMF). Run at time 8 hour. Yields the product ClC1=C(C=CC=C1)S(=O)(=O)N1C=CC2=C3C(=C(C=C12)OC)OCCN(C3C)C(=O)OC(C)(C)C (tert-butyl 8-[(2-chlorophenyl)sulfonyl]-6-methoxy-1-methyl-1,3,4,8-tetrahydro-2H-[1,4]oxazepino[6,7-e]indole-2-carboxylate). Yield: 20.1%. RXN SMILES: [CH3:1][O:2][C:3]1[CH:11]=[C:10]2[C:6]([CH:7]=[CH:8][NH:9]2)=[C:5]2[CH:12]([CH3:24])[N:13]([C:17]([O:19][C:20]([CH3:23])([CH3:22])[CH3:21])=[O:18])[CH2:14][CH2:15][O:16][C:4]=12.[H-].[Na+].[Cl:27][C:28]1[CH:33]=[CH:32][CH:31]=[CH:30][C:29]=1[S:34](Cl)(=[O:36])=[O:35]>CN(C=O)C.O>[Cl:27][C:28]1[CH:33]=[CH:32][CH:31]=[CH:30][C:29]=1[S:34]([N:9]1[C:10]2[C:6](=[C:5]3[CH:12]([CH3:24])[N:13]([C:17]([O:19][C:20]([CH3:23])([CH3:22])[CH3:21])=[O:18])[CH2:14][CH2:15][O:16][C:4]3=[C:3]([O:2][CH3:1])[CH:11]=2)[CH:7]=[CH:8]1)(=[O:36])=[O:35] |f:1.2|. Reported procedure: tert-Butyl 6-methoxy-1-methyl-1,3,4,8-tetrahydro-2H-[1,4]oxazepino[6,7-e]indole-2-carboxylate (Intermediate 36, 25 mg, 0.059 mmol) was dissolved in DMF (1 mL) and sodium hydride (60% in mineral oil, 4.0 mg, 0.15 mmol) was added. The reaction mixture was stirred at room temperature for 15 minutes before 2-chlorobenzenesulfonyl chloride (24 mg, 0.11 mmol) was added. The reaction mixture was allowed to stir at room temperature overnight and a few drops of water were added. The crude product was pur... The reactants are Cc1ccnc(Cl)c1C#N, [NH4+], [OH-], O, O=S(=O)(O)O. Yields the product Cc1ccnc(Cl)c1C(N)=O. As a reaction SMILES: [Cl:1][c:2]1[n:3][cH:4][cH:5][c:6]([CH3:10])[c:7]1[C:8]#[N:9].[NH4+:12].[OH-:13].[OH2:11].[S:14](=[O:15])(=[O:16])([OH:17])[OH:18]>>[Cl:1][c:2]1[n:3][cH:4][cH:5][c:6]([CH3:10])[c:7]1[C:8]([NH2:9])=[O:11].